This data is from the Open Reaction Database (ORD), a public repository of structured organic reaction records. The task is: describe an organic reaction: reactants, conditions, products, and yield Starting materials: CC1=C(CC=2N=CN(C2)C(C)=O)C=CC=C1C (4-(2',3'-dimethylbenzyl)-N-acetylimidazole). Solvent: Cl (hydrochloric acid). Run at time 4 hour. Yields the product CC1=C(CC=2N=CNC2)C=CC=C1C (4-(2',3'-Dimethylbenzyl)imidazole). RXN SMILES: [CH3:1][C:2]1[C:16]([CH3:17])=[CH:15][CH:14]=[CH:13][C:3]=1[CH2:4][C:5]1[N:6]=[CH:7][N:8](C(=O)C)[CH:9]=1>Cl>[CH3:1][C:2]1[C:16]([CH3:17])=[CH:15][CH:14]=[CH:13][C:3]=1[CH2:4][C:5]1[N:6]=[CH:7][NH:8][CH:9]=1. Procedure: A mixture of 7.6 g of 4-(2',3'-dimethylbenzyl)-N-acetylimidazole and 30 ml of 6 N hydrochloric acid is refluxed with stirring for 4 hours. The mixture is distilled to a smaller volume and 50 ml of water are added. The pH is adjusted with sodium hydroxide to 8-9. The mixture is then cooled and filtered and the filter cake is washed with water and dried. The product melts at 110°-115° C. Starting materials: Cl, CCOC(=O)CC1C(=O)N(CCOc2ccc(Cl)cc2)CCN1Cc1ccc(F)cc1. Yields the product O=C1CN(Cc2ccc(F)cc2)CCN1CCOc1ccc(Cl)cc1. As a reaction SMILES: [ClH:32].[F:1][c:2]1[cH:3][cH:4][c:5]([CH2:6][N:7]2[CH:8]([CH2:24][C:25]([O:26][CH2:27][CH3:28])=[O:29])[C:9](=[O:23])[N:10]([CH2:13][CH2:14][O:15][c:16]3[cH:17][cH:18][c:19]([Cl:22])[cH:20][cH:21]3)[CH2:11][CH2:12]2)[cH:30][cH:31]1>>[F:1][c:2]1[cH:3][cH:4][c:5]([CH2:6][N:7]2[CH2:8][C:9](=[O:23])[N:10]([CH2:13][CH2:14][O:15][c:16]3[cH:17][cH:18][c:19]([Cl:22])[cH:20][cH:21]3)[CH2:11][CH2:12]2)[cH:30][cH:31]1. The reactants are FCCOC1=C(C(=O)O)C=CC=C1OCCF (2,3-di(2-fluoroethoxy)benzoic acid), C(C(=O)Cl)(=O)Cl (oxalyl chloride), [OH-].[NH4+] (ammonium hydroxide). Reagents/catalysts: CN(C=O)C (N,N-dimethylformamide). Solvent: C(C)OCC (diethyl ether), C(Cl)Cl (methylene chloride). Reaction conditions: time 18 hour. Yields the product FCCOC1=C(C(=O)N)C=CC=C1OCCF (2,3-di(2-fluoroethoxy)benzamide). As a reaction SMILES: [F:1][CH2:2][CH2:3][O:4][C:5]1[C:13]([O:14][CH2:15][CH2:16][F:17])=[CH:12][CH:11]=[CH:10][C:6]=1[C:7](O)=[O:8].C(Cl)(=O)C(Cl)=O.[OH-].[NH4+:25]>CN(C)C=O.C(OCC)C.C(Cl)Cl>[F:1][CH2:2][CH2:3][O:4][C:5]1[C:13]([O:14][CH2:15][CH2:16][F:17])=[CH:12][CH:11]=[CH:10][C:6]=1[C:7]([NH2:25])=[O:8] |f:2.3|. Procedure details: A mixture of 1.3 gram (0.0054 mole) of 2,3-di(2-fluoroethoxy)benzoic acid, 1.0 gram (0.0080 mole) of oxalyl chloride, and one drop of N,N-dimethylformamide in 20 ml of diethyl ether was stirred at room temperature for approximately 18 hours. The solvent was evaporated from the reaction mixture leaving a residue. This residue was dissolved in 100 ml of methylene chloride, and the resulting organic solution was added slowly to a stirred, cold (0° C.) aqueous solution of ammonium hydroxide (5 ml of... Yields the product CN(c1c2c(c(O)c(=O)n1C)C(=O)N(Cc1ccc(F)c(Cl)c1)CC2)S(C)(=O)=O. Reaction SMILES: [BrH:36].[CH3:31][CH2:32][O:33][CH2:34][CH3:35].[CH3:37][C:38](=[O:39])[OH:40].[Cl:1][c:2]1[cH:3][c:4]([CH2:5][N:6]2[C:7](=[O:26])[c:8]3[c:9]([O:24][CH3:25])[c:10](=[O:23])[n:11]([CH3:22])[c:12]([N:16]([S:17](=[O:18])(=[O:19])[CH3:20])[CH3:21])[c:13]3[CH2:14][CH2:15]2)[cH:27][cH:28][c:29]1[F:30]>>[Cl:1][c:2]1[cH:3][c:4]([CH2:5][N:6]2[C:7](=[O:26])[c:8]3[c:9]([OH:24])[c:10](=[O:23])[n:11]([CH3:22])[c:12]([N:16]([S:17](=[O:18])(=[O:19])[CH3:20])[CH3:21])[c:13]3[CH2:14][CH2:15]2)[cH:27][cH:28][c:29]1[F:30]. The reactants are Br, CCOCC, CC(=O)O, COc1c2c(c(N(C)S(C)(=O)=O)n(C)c1=O)CCN(Cc1ccc(F)c(Cl)c1)C2=O. Starting materials: O=C1CCC(=O)N1Br, ClC(Cl)(Cl)Cl, CC(=Cc1ccc(Cl)cc1Cl)c1ccc(Cl)cc1. As a reaction SMILES: [Br:19][N:20]1[C:21](=[O:22])[CH2:23][CH2:24][C:25]1=[O:26].[C:27]([Cl:28])([Cl:29])([Cl:30])[Cl:31].[Cl:1][c:2]1[c:3]([CH:9]=[C:10]([CH3:11])[c:12]2[cH:13][cH:14][c:15]([Cl:18])[cH:16][cH:17]2)[cH:4][cH:5][c:6]([Cl:8])[cH:7]1>>[Cl:1][c:2]1[c:3]([CH:9]=[C:10]([CH2:11][Br:19])[c:12]2[cH:13][cH:14][c:15]([Cl:18])[cH:16][cH:17]2)[cH:4][cH:5][c:6]([Cl:8])[cH:7]1. The product is Clc1ccc(C(=Cc2ccc(Cl)cc2Cl)CBr)cc1.